The task is: describe an organic reaction: reactants, conditions, products, and yield. This data is from the Open Reaction Database (ORD), a public repository of structured organic reaction records. Reactants: Cc1cc2c(NCc3ccc4c(c3)OCO4)nc(Cl)nc2s1, ClCCl, Oc1ccccc1, c1c[nH]cn1. Yields the product Cc1cc2c(NCc3ccc4c(c3)OCO4)nc(-n3ccnc3)nc2s1. RXN SMILES: [Cl:1][c:2]1[n:3][c:4]([NH:12][CH2:13][c:14]2[cH:15][c:16]3[c:17]([cH:18][cH:19]2)[O:20][CH2:21][O:22]3)[c:5]2[c:6]([n:7]1)[s:8][c:9]([CH3:11])[cH:10]2.[Cl:35][CH2:36][Cl:37].[OH:28][c:29]1[cH:30][cH:31][cH:32][cH:33][cH:34]1.[nH:23]1[cH:24][n:25][cH:26][cH:27]1>>[c:2]1(-[n:23]2[cH:24][n:25][cH:26][cH:27]2)[n:3][c:4]([NH:12][CH2:13][c:14]2[cH:15][c:16]3[c:17]([cH:18][cH:19]2)[O:20][CH2:21][O:22]3)[c:5]2[c:6]([n:7]1)[s:8][c:9]([CH3:11])[cH:10]2. The product is ClC1=CC=C(C=C1)[C@@H]1N=C(N([C@@H]1C1=CC=C(C=C1)Cl)C(=O)N1CCN(CC1)S(=O)(=O)CC)C1=CC(=C(C=C1OCC)C(C#N)(C)C)Cl (2-{4-[(4S,5R)-4,5-Bis-(4-chloro-phenyl)-1-(4-ethanesulfonyl-piperazine-1-carbonyl)-4,5-dihydro-1H-imidazol-2-yl]-2-chloro-5-ethoxy-phenyl}-2-methyl-propionitrile). Reported procedure: 2-{4-[(4S,5R)-4,5-Bis-(4-chloro-phenyl)-1-(4-ethanesulfonyl-piperazine-1-carbonyl)-4,5-dihydro-1H-imidazol-2-yl]-2-chloro-5-ethoxy-phenyl}-2-methyl-propionitrile was prepared from (4S,5R)-2-[5-Chloro-4-(cyano-dimethyl-methyl)-2-ethoxy-phenyl]-4,5-bis-(4-chloro-phenyl)-4,5-dihydro-imidazole-1-carbonyl chloride (example 12k) and 1-ethanesulfonyl-piperazine (example 14) in an analogous manner as described in example 25. LR-MS: 716.3 [(M+H)+] Starting materials: ClC=1C(=CC(=C(C1)C=1N([C@@H]([C@@H](N1)C1=CC=C(C=C1)Cl)C1=CC=C(C=C1)Cl)C(=O)Cl)OCC)C(C)(C)C#N ((4S,5R)-2-[5-Chloro-4-(cyano-dimethyl-methyl)-2-ethoxy-phenyl]-4,5-bis-(4-chloro-phenyl)-4,5-dihydro-imidazole-1-carbonyl chloride), C(C)S(=O)(=O)N1CCNCC1 (1-ethanesulfonyl-piperazine). Reaction SMILES: [Cl:1][C:2]1[C:3]([C:33]([C:36]#[N:37])([CH3:35])[CH3:34])=[CH:4][C:5]([O:30][CH2:31][CH3:32])=[C:6]([C:8]2[N:9]([C:27](Cl)=[O:28])[C@H:10]([C:20]3[CH:25]=[CH:24][C:23]([Cl:26])=[CH:22][CH:21]=3)[C@H:11]([C:13]3[CH:18]=[CH:17][C:16]([Cl:19])=[CH:15][CH:14]=3)[N:12]=2)[CH:7]=1.[CH2:38]([S:40]([N:43]1[CH2:48][CH2:47][NH:46][CH2:45][CH2:44]1)(=[O:42])=[O:41])[CH3:39]>>[Cl:19][C:16]1[CH:15]=[CH:14][C:13]([C@H:11]2[C@@H:10]([C:20]3[CH:21]=[CH:22][C:23]([Cl:26])=[CH:24][CH:25]=3)[N:9]([C:27]([N:46]3[CH2:45][CH2:44][N:43]([S:40]([CH2:38][CH3:39])(=[O:42])=[O:41])[CH2:48][CH2:47]3)=[O:28])[C:8]([C:6]3[C:5]([O:30][CH2:31][CH3:32])=[CH:4][C:3]([C:33]([CH3:35])([CH3:34])[C:36]#[N:37])=[C:2]([Cl:1])[CH:7]=3)=[N:12]2)=[CH:18][CH:17]=1. Reactants: CN(C)CCCOc1ccc(C=O)cc1, CC1=CN=C(C=C1)N, [C-]#[N+]C1CCCCC1. The reagents and catalysts are O=C(O)C(F)(F)F (trifluoroacetic acid). Run in CC(C)O (isopropyl alcohol), CC(C)O (isopropylalcohol). Conditions: temperature 22 celsius, time 20 hour. Product: Cc1ccc2nc(c3ccc(cc3)OCCCN(C)C)c(NC3CCCCC3)n2c1. Yield: 0.5%. RXN SMILES: CC1=CC=C(N)N=C1.[C-]#[N+]C1CCCCC1.CN(C)CCCOC1=CC=C(C=O)C=C1>>CN(C)CCCOC1=CC=C(C=C1)C1=C(NC2CCCCC2)N2C=C(C)C=CC2=N1. Starting materials: CC(=O)OC(C)=O, Nc1ccc2nnc(Cl)n2n1, c1ccncc1. Product: CC(=O)Nc1ccc2nnc(Cl)n2n1. RXN SMILES: [CH3:12][C:13](=[O:14])[O:15][C:16](=[O:17])[CH3:18].[Cl:1][c:2]1[n:3][n:4][c:5]2[n:6]1[n:7][c:8]([NH2:11])[cH:9][cH:10]2.[cH:19]1[cH:20][cH:21][n:22][cH:23][cH:24]1>>[Cl:1][c:2]1[n:3][n:4][c:5]2[n:6]1[n:7][c:8]([NH:11][C:13]([CH3:12])=[O:14])[cH:9][cH:10]2. The yield is 69.2%. Reagents/catalysts: CC(=O)[O-].CC(=O)[O-].[Pd+2] (Pd(OAc)2). Starting materials: ClC1=CC=CC(=N1)C1=NC=C(C=C1C)C (6′-chloro-3,5-dimethyl-2,2′-bipyridine), C1CC(=O)N(C1=O)Cl (NCS). Procedure: A mixture of 6′-chloro-3,5-dimethyl-2,2′-bipyridine (300 mg, 1.37 mmol), NCS (202 mg, 1.51 mmol), and Pd(OAc)2 (31.4 mg, 0.137 mmol) in AcOH (9.15 mL) was heated to 120° C. in a sealed microwave vial using an oil bath. After 20 h, the reaction was removed from heat and concentrated. Took up the residue in EtOAc, filtered off the solid through a glass fiber filter, and washed with 1:1 EtOAc/heptane. The filtrate was concentrated and purified on Biotage 25S column, eluting with 0-25% EtOAc/heptane... Run in CC(=O)O (AcOH). Product: ClC=1C(=NC(=CC1)Cl)C1=NC=C(C=C1C)C (3′,6′-dichloro-3,5-dimethyl-2,2′-bipyridine). Reaction SMILES: [Cl:1][C:2]1[N:7]=[C:6]([C:8]2[C:13]([CH3:14])=[CH:12][C:11]([CH3:15])=[CH:10][N:9]=2)[CH:5]=[CH:4][CH:3]=1.C1C(=O)N([Cl:23])C(=O)C1>CC(O)=O.CC([O-])=O.CC([O-])=O.[Pd+2]>[Cl:23][C:5]1[C:6]([C:8]2[C:13]([CH3:14])=[CH:12][C:11]([CH3:15])=[CH:10][N:9]=2)=[N:7][C:2]([Cl:1])=[CH:3][CH:4]=1 |f:3.4.5|. Reaction conditions: temperature 120 celsius, time 20 hour. Starting materials: [H-].[H-].[H-].[H-].[Li+].[Al+3] (LiAlH4), O1CCCC1 (tetrahydrofuran), O1CCCC1 (tetrahydrofuran), methyl ester, C1(=CC=CC=C1)C1=NN2C(C3=CC=CC=C3CC2)=C1C(=O)O (2-phenyl-5,6-dihydro-pyrazolo[5,1-a]isoquinoline-1-carboxylic acid), [OH-].[Na+] (NaOH). Solvent: O (water), O (water). Conditions: time 4 hour. Yields the product C1(=CC=CC=C1)C1=NN2C(C3=CC=CC=C3CC2)=C1CO (2-Phenyl-5,6-dihydro-pyrazolo[5,1-a]isoquinoline-1-methanol). Reaction SMILES: [H-].[H-].[H-].[H-].[Li+].[Al+3].O1CCCC1.[C:12]1([C:18]2[C:30]([C:31](O)=[O:32])=[C:21]3[C:22]4[C:27]([CH2:28][CH2:29][N:20]3[N:19]=2)=[CH:26][CH:25]=[CH:24][CH:23]=4)[CH:17]=[CH:16][CH:15]=[CH:14][CH:13]=1.[OH-].[Na+]>O>[C:12]1([C:18]2[C:30]([CH2:31][OH:32])=[C:21]3[C:22]4[C:27]([CH2:28][CH2:29][N:20]3[N:19]=2)=[CH:26][CH:25]=[CH:24][CH:23]=4)[CH:13]=[CH:14][CH:15]=[CH:16][CH:17]=1 |f:0.1.2.3.4.5,8.9|. Procedure details: To 0.76 g. of LiAlH4 in 50 ml. of tetrahydrofuran, 6.08 g. of the methyl ester of 2-phenyl-5,6-dihydro-pyrazolo[5,1-a]isoquinoline-1-carboxylic acid dissolved in 75 ml. of tetrahydrofuran is added. The mixture is stirred for four hours at room temperature, then refluxed for one hour. To the reaction mixture at about 0° C. are subsequently added 0.76 ml. of water, 0.76 ml. of 20% NaOH and again 2.3 ml. of water. After addition of 75 ml. of ethyl ether, the inorganic precipitate is filtered off an...